Dataset: the Open Reaction Database (ORD), a public repository of structured organic reaction records. Task: describe an organic reaction: reactants, conditions, products, and yield Starting materials: CO.C(Cl)Cl (MeOH CH2Cl2), ClC1=C(C=CC(=C1)Cl)C=1C=2N(C=CN1)C(=C(N2)CC)C(CCC)O (8-(2,4-dichlorophenyl)-2-ethyl-3-(1-hydroxybutyl)imidazo[1,2-a]pyrazine), aldehyde, C(CC)[Mg]Cl (n-PrMgCl), C(C)OCC (diethyl ether). The solvent is C1CCOC1 (THF). Reaction conditions: temperature -78 celsius, time 4 hour. Yields the product ClC1=C(C=CC(=C1)Cl)C=1C=2N(C=CN1)C(=C(N2)CC)C(CCC)=O (8-(2,4-dichlorophenyl)-2-ethyl-3-(1-oxo-butyl)imidazo[1,2-a]pyrazine). Isolated yield 84.0%. RXN SMILES: [Cl:1][C:2]1[CH:7]=[C:6]([Cl:8])[CH:5]=[CH:4][C:3]=1[C:9]1[C:10]2[N:11]([C:15]([CH:20]([OH:24])[CH2:21][CH2:22][CH3:23])=[C:16]([CH2:18][CH3:19])[N:17]=2)[CH:12]=[CH:13][N:14]=1.C([Mg]Cl)CC.C(OCC)C.CO.C(Cl)Cl>C1COCC1>[Cl:1][C:2]1[CH:7]=[C:6]([Cl:8])[CH:5]=[CH:4][C:3]=1[C:9]1[C:10]2[N:11]([C:15]([C:20](=[O:24])[CH2:21][CH2:22][CH3:23])=[C:16]([CH2:18][CH3:19])[N:17]=2)[CH:12]=[CH:13][N:14]=1 |f:3.4|. Reported procedure: Part A: 8-(2,4-dichlorophenyl)-2-ethyl-3-(1-hydroxybutyl)imidazo[1,2-a]pyrazine: The aldehyde (1.6 g, 5.0 mmol, Part D of Example 1) was dissolved in anhydrous THF (25.0 mL) and cooled to −78° C. under nitrogen. To this mixture was added dropwise 2.0 M n-PrMgCl in diethyl ether (6.7 mL, 14.4 mmol) and stirred at −78° C. for 4 h. TLC (1:10 MeOH/CH2Cl2) revealed absence of starting material spot (Rf=0.88) and showed a new spot at Rf=0.05. The reaction mixture was quenched with saturated NH4Cl (30.... Starting materials: C(CCC)OC(=O)C=1N=C(C2=CC(=CC=C2C1O)OC1=CC=C(C=C1)OC)Br (1-bromo-4-hydroxy-7-(4-methoxy-phenoxy)-isoquinoline-3-carboxylic acid butyl ester), [Cu]C#N (copper(I) cyanide), CN1CCCC1 (N-methyl-pyrrolidine). Run at temperature 130 celsius. Product: C(CCC)OC(=O)C=1N=C(C2=CC(=CC=C2C1O)OC1=CC=C(C=C1)OC)C#N (1-Cyano-4-hydroxy-7-(4-methoxy-phenoxy)-isoquinoline-3-carboxylic acid butyl ester). Yield: 76.5%. As a reaction SMILES: [CH2:1]([O:5][C:6]([C:8]1[N:9]=[C:10](Br)[C:11]2[C:16]([C:17]=1[OH:18])=[CH:15][CH:14]=[C:13]([O:19][C:20]1[CH:25]=[CH:24][C:23]([O:26][CH3:27])=[CH:22][CH:21]=1)[CH:12]=2)=[O:7])[CH2:2][CH2:3][CH3:4].[Cu][C:30]#[N:31].CN1CCCC1>>[CH2:1]([O:5][C:6]([C:8]1[N:9]=[C:10]([C:30]#[N:31])[C:11]2[C:16]([C:17]=1[OH:18])=[CH:15][CH:14]=[C:13]([O:19][C:20]1[CH:25]=[CH:24][C:23]([O:26][CH3:27])=[CH:22][CH:21]=1)[CH:12]=2)=[O:7])[CH2:2][CH2:3][CH3:4]. Procedure: A mixture of 1-bromo-4-hydroxy-7-(4-methoxy-phenoxy)-isoquinoline-3-carboxylic acid butyl ester (190 mg, 0.43 mmol), copper(I) cyanide (76.3 mg, 0.85 mmol) and N-methyl-pyrrolidine (3 mL) was heated at 130° C. for 1 h. After cooled, reaction mixture was partitioned between ethyl acetate and water. Organic layer was washed with brine, dried over magnesium sulfate, filtered, and concentrated. Crude product was purified by silica gel chromatography (eluting with 2%-25% ethyl acetate in methylene ch... Reactants: COC1=CC=C(C=C1)C=1C[C@H](N(CC1)S(=O)(=O)C1=CC=C(C=C1)C)CO ([(S)-4-(4-methoxy-phenyl)-1-(toluene-4-sulfonyl)-1,2,3,6-tetrahydro-pyridin-2-yl]-methanol), solution, B.O1CCCC1 (borane tetrahydrofuran). Run in O1CCCC1 (tetrahydrofuran). Conditions: temperature 40 celsius. Product: OC[C@@H]1C[C@@H]([C@H](CN1S(=O)(=O)C1=CC=C(C=C1)C)O)C1=CC=C(C=C1)OC ((3R,4R,6S)-6-Hydroxymethyl-4-(4-methoxy-phenyl)-1-(toluene-4-sulfonyl)-piperidin-3-ol). Reaction SMILES: [CH3:1][O:2][C:3]1[CH:8]=[CH:7][C:6]([C:9]2[CH2:10][C@@H:11]([CH2:25][OH:26])[N:12]([S:15]([C:18]3[CH:23]=[CH:22][C:21]([CH3:24])=[CH:20][CH:19]=3)(=[O:17])=[O:16])[CH2:13][CH:14]=2)=[CH:5][CH:4]=1.B.[O:28]1CCCC1>O1CCCC1>[OH:26][CH2:25][C@H:11]1[N:12]([S:15]([C:18]2[CH:19]=[CH:20][C:21]([CH3:24])=[CH:22][CH:23]=2)(=[O:17])=[O:16])[CH2:13][C@H:14]([OH:28])[C@@H:9]([C:6]2[CH:5]=[CH:4][C:3]([O:2][CH3:1])=[CH:8][CH:7]=2)[CH2:10]1 |f:1.2|. Procedure: To a stirred solution of 108.1 g of [(S)-4-(4-methoxy-phenyl)-1-(toluene-4-sulfonyl)-1,2,3,6-tetrahydro-pyridin-2-yl]-methanol in 1000 ml of tetrahydrofuran are added 504 ml of a solution of borane-tetrahydrofuran (1M) at room temperature. The reaction mixture is heated to 40° C. for 2-6 hours, cooled to room temperature, and quenched by the addition of 150 ml of 2N sodium hydroxide solution and 150 ml of 30% hydrogen peroxide solution. The organic phase is separated, dried over sodium sulfate a... Starting materials: C(CC(O)(C(=O)O)CC(=O)O)(=O)O (citric acid), O=C(CCC(=O)NC=1C=CC=C2C=C(NC12)C=1SC=CN1)C=1SC=CC1 (4-oxo-N-[2-(1,3-thiazol-2-yl)-1H-indol-7-yl]-4-(2-thienyl)butanamide), O1CCCC1 (tetrahydrofuran), [BH4-].[Na+] (sodium borohydride). Solvent: CO (methanol). Run at time 1 hour. The product is OC(CCC(=O)NC=1C=CC=C2C=C(NC12)C=1SC=CN1)C=1SC=CC1 (4-Hydroxy-N-[2-(1,3-thiazol-2-yl)-1H-indol-7-yl]-4-(2-thienyl)butanamide). Isolated yield 84.2%. RXN SMILES: [O:1]=[C:2]([C:22]1[S:23][CH:24]=[CH:25][CH:26]=1)[CH2:3][CH2:4][C:5]([NH:7][C:8]1[CH:9]=[CH:10][CH:11]=[C:12]2[C:16]=1[NH:15][C:14]([C:17]1[S:18][CH:19]=[CH:20][N:21]=1)=[CH:13]2)=[O:6].O1CCCC1.[BH4-].[Na+].C(O)(=O)CC(CC(O)=O)(C(O)=O)O>CO>[OH:1][CH:2]([C:22]1[S:23][CH:24]=[CH:25][CH:26]=1)[CH2:3][CH2:4][C:5]([NH:7][C:8]1[CH:9]=[CH:10][CH:11]=[C:12]2[C:16]=1[NH:15][C:14]([C:17]1[S:18][CH:19]=[CH:20][N:21]=1)=[CH:13]2)=[O:6] |f:2.3|. Reported procedure: To a mixture of 4-oxo-N-[2-(1,3-thiazol-2-yl)-1H-indol-7-yl]-4-(2-thienyl)butanamide (1.43 g), tetrahydrofuran (10 ml) and methanol (10 ml) was added sodium borohydride (0.16 g) at 0° C., and the mixture was stirred at the same temperature for 1 hr. To the reaction mixture was added 10% aqueous citric acid solution, and the mixture was extracted with ethyl acetate. The ethyl acetate layer was washed with saturated brine, dried (MgSO4) and concentrated. The residue was subjected to silica gel col... The reactants are CCc1cccc(C)c1C(=O)NC(Cc1ccc(-c2c(C(F)(F)F)cc(C)n(C)c2=O)cc1)C(=O)OC, CCO, [Na+], [OH-]. The product is CCc1cccc(C)c1C(=O)NC(Cc1ccc(-c2c(C(F)(F)F)cc(C)n(C)c2=O)cc1)C(=O)O. As a reaction SMILES: [CH3:1][O:2][C:3]([CH:4]([NH:5][C:6](=[O:7])[c:8]1[c:9]([CH2:15][CH3:16])[cH:10][cH:11][cH:12][c:13]1[CH3:14])[CH2:17][c:18]1[cH:19][cH:20][c:21](-[c:24]2[c:25](=[O:36])[n:26]([CH3:35])[c:27]([CH3:34])[cH:28][c:29]2[C:30]([F:31])([F:32])[F:33])[cH:22][cH:23]1)=[O:37].[CH3:40][CH2:41][OH:42].[Na+:39].[OH-:38]>>[O:2]=[C:3]([CH:4]([NH:5][C:6](=[O:7])[c:8]1[c:9]([CH2:15][CH3:16])[cH:10][cH:11][cH:12][c:13]1[CH3:14])[CH2:17][c:18]1[cH:19][cH:20][c:21](-[c:24]2[c:25](=[O:36])[n:26]([CH3:35])[c:27]([CH3:34])[cH:28][c:29]2[C:30]([F:31])([F:32])[F:33])[cH:22][cH:23]1)[OH:37]. Reactants: COC(=O)C1CCc2c(OC)cccc2C1=O, CI, CCOC(C)=O, [H-], [Na+], C1CCOC1, O. The product is COC(=O)C1(C)CCc2c(OC)cccc2C1=O. Reaction SMILES: [CH3:1][O:2][C:3](=[O:4])[CH:5]1[C:6](=[O:17])[c:7]2[cH:8][cH:9][cH:10][c:11]([O:15][CH3:16])[c:12]2[CH2:13][CH2:14]1.[CH3:20][I:21].[CH3:22][CH2:23][O:24][C:25](=[O:26])[CH3:27].[H-:19].[Na+:18].[O:28]1[CH2:29][CH2:30][CH2:31][CH2:32]1.[OH2:33]>>[CH3:1][O:2][C:3](=[O:4])[C:5]1([CH3:22])[C:6](=[O:17])[c:7]2[cH:8][cH:9][cH:10][c:11]([O:15][CH3:16])[c:12]2[CH2:13][CH2:14]1.